From a dataset of the Open Reaction Database (ORD), a public repository of structured organic reaction records. describe an organic reaction: reactants, conditions, products, and yield Reactants: C(=O)(O)[O-].[Na+] (NaHCO3), COC(=O)C1=NC=C(C=C1N)C(F)(F)F (3-Amino-5-trifluoromethyl-pyridine-2-carboxylic acid methyl ester), BrBr.CC(=O)O (bromine AcOH), S(O)(O)(=O)=O (Sulfuric acid), BrBr (bromine), C(C)(=O)O (acetic acid). Solvent: O (water), O (water), O (water). Reaction conditions: time 18 hour. The product is COC(=O)C1=NC(=C(C=C1N)C(F)(F)F)Br (3-Amino-6-bromo-5-trifluoromethyl-pyridine-2-carboxylic acid methyl ester). RXN SMILES: [CH3:1][O:2][C:3]([C:5]1[C:10]([NH2:11])=[CH:9][C:8]([C:12]([F:15])([F:14])[F:13])=[CH:7][N:6]=1)=[O:4].S(=O)(=O)(O)O.[Br:21]Br.C(O)(=O)C.BrBr.CC(O)=O.C([O-])(O)=O.[Na+]>O>[CH3:1][O:2][C:3]([C:5]1[C:10]([NH2:11])=[CH:9][C:8]([C:12]([F:15])([F:13])[F:14])=[C:7]([Br:21])[N:6]=1)=[O:4] |f:4.5,6.7|. Procedure details: 3-Amino-5-trifluoromethyl-pyridine-2-carboxylic acid methyl ester (9.49 g, 43.16 mmol) was suspended in water (300 ml). Sulfuric acid (4.60 ml, 86 mmol) was added followed by dropwise addition over 30 minutes of a solution of bromine (2.222 ml, 43.1 mmol) in acetic acid (29.6 ml, 517 mmol). The reaction mixture was stirred at RT for 18 hours. A further 100 ml of water was added, followed by a further 0.25 equivalents of the bromine/AcOH mixture (550 μL bromine in 7.4 ml AcOH) and the reaction mi... Reactants: N(=NC(=O)OCC)C(=O)OCC (Diethyl azodicarboxylate), C1(=CC=CC=C1)P(C1=CC=CC=C1)C1=CC=CC=C1 (triphenylphosphine), ClC1=CC(=C(NC2=NC=NC3=CC(=C(C=C23)OC)O)C=C1)F (4-(4-chloro-2-fluoroanilino)-7-hydroxy-6-methoxyquinazoline), C(C)(C)(C)OC(=O)NCCO (N-(tert-butoxycarbonyl)ethanolamine). The solvent is C(Cl)Cl (methylene chloride), C(Cl)Cl (methylene chloride). Reaction conditions: time 4 hour. Product: C(C)(C)(C)OC(=O)NCCOC1=C(C=C2C(=NC=NC2=C1)NC1=C(C=C(C=C1)Cl)F)OC (7-(2-[N-tert-butoxycarbonylamino]ethoxy)-4-(4-chloro-2-fluoroanilino)-6-methoxyquinazoline). Isolated yield 25.4%. RXN SMILES: N(C(OCC)=O)=NC(OCC)=O.C1(P(C2C=CC=CC=2)C2C=CC=CC=2)C=CC=CC=1.[Cl:32][C:33]1[CH:52]=[CH:51][C:36]([NH:37][C:38]2[C:47]3[C:42](=[CH:43][C:44]([OH:50])=[C:45]([O:48][CH3:49])[CH:46]=3)[N:41]=[CH:40][N:39]=2)=[C:35]([F:53])[CH:34]=1.[C:54]([O:58][C:59]([NH:61][CH2:62][CH2:63]O)=[O:60])([CH3:57])([CH3:56])[CH3:55]>C(Cl)Cl>[C:54]([O:58][C:59]([NH:61][CH2:62][CH2:63][O:50][C:44]1[CH:43]=[C:42]2[C:47]([C:38]([NH:37][C:36]3[CH:51]=[CH:52][C:33]([Cl:32])=[CH:34][C:35]=3[F:53])=[N:39][CH:40]=[N:41]2)=[CH:46][C:45]=1[O:48][CH3:49])=[O:60])([CH3:57])([CH3:56])[CH3:55]. Procedure: Diethyl azodicarboxylate (0.94 ml, 6 mmol) was added dropwise to a mixture of triphenylphosphine (1.57 g, 6 mmol), 4-(4-chloro-2-fluoroanilino)-7-hydroxy-6-methoxyquinazoline (640 mg, 2 mmol), (prepared as described for the starting material in Example 2), and N-(tert-butoxycarbonyl)ethanolamine (0.354 g, 2.2 mmol) in methylene chloride (20 ml) at 0° C. The reaction mixture was allowed to warm to ambient temperature and stirred for 4 hours. The reaction mixture was diluted with methylene chlorid...